From a dataset of the Open Reaction Database (ORD), a public repository of structured organic reaction records. describe an organic reaction: reactants, conditions, products, and yield Reactants: ICCCCC#C (6-iodo-hex-1-yne), Cl.COC([C@@H](N)C)=O (L-alanine methyl ester hydrochloride), C(=O)([O-])[O-].[K+].[K+] (K2CO3), N#N (N2). Reagents/catalysts: [I-].C(CCC)[N+](CCCC)(CCCC)CCCC (tetrabutylammonium iodide). Run in O1CCCC1 (tetrahydrofuran). Run at time 15 minute. Product: COC([C@@H](NCCCCC#C)C)=O (N-(5-hexynyl) L-alanine methyl ester). Yield: 56.0%. RXN SMILES: Cl.[CH3:2][O:3][C:4](=[O:8])[C@H:5]([CH3:7])[NH2:6].C([O-])([O-])=O.[K+].[K+].N#N.I[CH2:18][CH2:19][CH2:20][CH2:21][C:22]#[CH:23]>[I-].C([N+](CCCC)(CCCC)CCCC)CCC.O1CCCC1>[CH3:2][O:3][C:4](=[O:8])[C@H:5]([CH3:7])[NH:6][CH2:23][CH2:22][CH2:21][CH2:20][C:19]#[CH:18] |f:0.1,2.3.4,7.8|. Procedure: In a flame-baked, two neck 100 mL round bottom flask, 20 mmol of L-alanine methyl ester hydrochloride (2.8 g), 40 mmol of K2CO3 (5.53 g), and 20 mmol of tetrabutylammonium iodide (TBAI, 7.39 g) were charged under a stream of dry N2 gas. 35 mL of tetrahydrofuran (THF) was slowly added and the mixture was stirred for 15 min at room temperature. 2.6 mL of 6-iodo-hex-1-yne was added dropwise while the mixture was stirred. The reaction mixture was refluxed at ˜70° C. for 15-18 h with TLC check. After... The reactants are ClC=1C=C(N)C=CC1I (3-chloro-4-iodo-aniline), C(CC(C)C)ON=O (isoamylnitrite), C(C)SSCC (ethyldisulphide). Solvent: C(C)#N (acetonitrile). Product: ClC1=C(C=CC(=C1)SCC)I (2-Chloro-4-(ethylthio)-1-iodo-benzene). Reaction SMILES: [Cl:1][C:2]1[CH:3]=[C:4]([CH:6]=[CH:7][C:8]=1[I:9])N.C(ON=O)CC(C)C.[CH2:18]([S:20]SCC)[CH3:19]>C(#N)C>[Cl:1][C:2]1[CH:3]=[C:4]([S:20][CH2:18][CH3:19])[CH:6]=[CH:7][C:8]=1[I:9]. Reported procedure: A solution of 3-chloro-4-iodo-aniline (5.6 g), isoamylnitrite (8.8 ml) and ethyldisulphide (13.4 ml) in acetonitrile (100 ml) was heated at 60° C. for 24 h. The solvent was removed under reduced pressure and the residue purified by chromatography on silica eluting with 1% ethylacetate/isohexane. Yield 4.02 g The reactants are OCCO, Cc1nc(C=O)c(Cl)n1-c1ccc(C#N)cc1, ClCCl, O, Cc1ccc(S(=O)(=O)O)cc1. The product is Cc1nc(C2OCCO2)c(Cl)n1-c1ccc(C#N)cc1. RXN SMILES: [CH2:30]([CH2:31][OH:32])[OH:33].[Cl:1][c:2]1[c:3]([CH:16]=[O:17])[n:4][c:5]([CH3:15])[n:6]1-[c:7]1[cH:8][cH:9][c:10]([C:13]#[N:14])[cH:11][cH:12]1.[Cl:34][CH2:35][Cl:36].[OH2:18].[c:19]1([CH3:20])[cH:21][cH:22][c:23]([S:24]([OH:25])(=[O:26])=[O:27])[cH:28][cH:29]1>>[Cl:1][c:2]1[c:3]([CH:16]2[O:17][CH2:30][CH2:31][O:32]2)[n:4][c:5]([CH3:15])[n:6]1-[c:7]1[cH:8][cH:9][c:10]([C:13]#[N:14])[cH:11][cH:12]1. Starting materials: [OH-].[K+] (potassium hydroxide), C(C)(=O)OCC (ethyl acetate), ClC1=NC=C(C#N)C=C1 (6-chloronicotinonitrile), CC1NCCCC1 (2-methylpiperidine). The solvent is O (water). Run at temperature 90 celsius, time 24 hour. Yields the product CC1N(CCCC1)C1=NC=C(C(=O)O)C=C1 (6-(2-methylpiperidin-1-yl)nicotinic acid). RXN SMILES: Cl[C:2]1[CH:9]=[CH:8]C(C#N)=[CH:4][N:3]=1.[CH3:10][CH:11]1[CH2:16][CH2:15][CH2:14][CH2:13][NH:12]1.[OH-].[K+].[C:19]([O:22]CC)(=[O:21])[CH3:20]>O>[CH3:10][CH:11]1[CH2:16][CH2:15][CH2:14][CH2:13][N:12]1[C:2]1[CH:9]=[CH:8][C:20]([C:19]([OH:22])=[O:21])=[CH:4][N:3]=1 |f:2.3|. Procedure: A mixture of 6-chloronicotinonitrile (Maybridge SPB04745; 1.5 g; 10.8 mmol; 1 eq.) and 2-methylpiperidine (25.6 ml; 216.5 mmol; 20 eq.) was stirred at 90° C. for 24 hours. The mixture was diluted with ethyl acetate, washed with water and brine, dried over magnesium sulphate and concentrated in vacuo. To the residue (1.5 g; 7.45 mmol; 1 eq.) in water (90 mL) was added potassium hydroxide (2.09 g; 37.3 mmol; 5 eq.) and the reaction mixture was refluxed for 16 hours. After cooling to room temperatu... Reactants: ClC1=C(C=NC2=CC=C(C=C12)OC)C(=O)OCC (Ethyl 4-chloro-6-methoxyquinoline-3-carboxylate), TEA. The reagents and catalysts are [Pd] (Pd on carbon). The solvent is CO (MeOH). Reaction conditions: time 20 hour. Yields the product COC=1C=C2C=C(C=NC2=CC1)C(=O)OCC (ethyl 6-methoxyquinoline-3-carboxylate). Reaction SMILES: Cl[C:2]1[C:11]2[C:6](=[CH:7][CH:8]=[C:9]([O:12][CH3:13])[CH:10]=2)[N:5]=[CH:4][C:3]=1[C:14]([O:16][CH2:17][CH3:18])=[O:15]>CO.[Pd]>[CH3:13][O:12][C:9]1[CH:10]=[C:11]2[C:6](=[CH:7][CH:8]=1)[N:5]=[CH:4][C:3]([C:14]([O:16][CH2:17][CH3:18])=[O:15])=[CH:2]2. Procedure details: Ethyl 4-chloro-6-methoxyquinoline-3-carboxylate (640 mg, 2.4 mmol) was dissolved in MeOH (30 mL). TEA (0.67 mL, 4.8 mmol) and 10% Pd on carbon (0.1 g) were added. The mixture was allowed to stir under an atmosphere of hydrogen (50 psi) for 20 h and was then filtered through Celite. Removal of solvents gave ethyl 6-methoxyquinoline-3-carboxylate, which was used without further purification. LCMS: (FA) ES+ 232.0.